Dataset: the Open Reaction Database (ORD), a public repository of structured organic reaction records. Task: describe an organic reaction: reactants, conditions, products, and yield Reactants: C(CCCCCCCCCCCCCCC)S (hexadecyl mercaptan), C(C=C)OCC(COCC=C)(COCC=C)COCC=C (pentaerythritol tetraallyl ether). The product is C(CCCCCCCCCCCCCCC)SCCCOCC(COCCCSCCCCCCCCCCCCCCCC)(COCCCSCCCCCCCCCCCCCCCC)COCCCSCCCCCCCCCCCCCCCC (pentaerythritol tetrakis (n-hexadecylthiopropyl)ether). As a reaction SMILES: [CH2:1]([SH:17])[CH2:2][CH2:3][CH2:4][CH2:5][CH2:6][CH2:7][CH2:8][CH2:9][CH2:10][CH2:11][CH2:12][CH2:13][CH2:14][CH2:15][CH3:16].[CH2:18]([O:21][CH2:22][C:23]([CH2:34][O:35][CH2:36][CH:37]=[CH2:38])([CH2:29][O:30][CH2:31][CH:32]=[CH2:33])[CH2:24][O:25][CH2:26][CH:27]=[CH2:28])[CH:19]=[CH2:20]>>[CH2:1]([S:17][CH2:38][CH2:37][CH2:36][O:35][CH2:34][C:23]([CH2:24][O:25][CH2:26][CH2:27][CH2:28][S:17][CH2:1][CH2:2][CH2:3][CH2:4][CH2:5][CH2:6][CH2:7][CH2:8][CH2:9][CH2:10][CH2:11][CH2:12][CH2:13][CH2:14][CH2:15][CH3:16])([CH2:29][O:30][CH2:31][CH2:32][CH2:33][S:17][CH2:1][CH2:2][CH2:3][CH2:4][CH2:5][CH2:6][CH2:7][CH2:8][CH2:9][CH2:10][CH2:11][CH2:12][CH2:13][CH2:14][CH2:15][CH3:16])[CH2:22][O:21][CH2:18][CH2:19][CH2:20][S:17][CH2:1][CH2:2][CH2:3][CH2:4][CH2:5][CH2:6][CH2:7][CH2:8][CH2:9][CH2:10][CH2:11][CH2:12][CH2:13][CH2:14][CH2:15][CH3:16])[CH2:2][CH2:3][CH2:4][CH2:5][CH2:6][CH2:7][CH2:8][CH2:9][CH2:10][CH2:11][CH2:12][CH2:13][CH2:14][CH2:15][CH3:16]. Procedure details: The procedure used was identical to that set forth in Example 4, except that 107 g of hexadecyl mercaptan (0.417 moles) was reacted with 29.64 g of pure pentaerythritol tetraallyl ether (0.1 moles). The crude product was recrystallized three times in 300 ml of hexane yielding 57 g of white solid having a melting point 55°-57° C. The elemental analysis found: C-73.4%, H-11.9%, S-10.0%, calculated for C88H164S4 (theoretical C-73.12%, H-12.4%, S-9.64% and O-4.81%). The reactants are 11.75, F[As-](F)(F)(F)(F)F.C1(=CC=CC=C1)[I+]C1=CC=CC=C1 (diphenyliodonium hexafluoroarsenate), C1(=CC=CC=C1)SC1=CC=CC=C1 (diphenyl sulfide). Isolated yield 97.0%. Product: F[As-](F)(F)(F)(F)F.C1(=CC=CC=C1)[S+](C1=CC=CC=C1)C1=CC=CC=C1 (triphenylsulfonium hexafluoroarsenate). Reagents/catalysts: C(C1=CC=CC=C1)(=O)[O-].[Cu+2].C(C1=CC=CC=C1)(=O)[O-] (copper benzoate). Reported procedure: A mixture of 11.75 parts of diphenyliodonium hexafluoroarsenate, 4.065 parts of diphenyl sulfide and 0.2 part of copper benzoate was heated with stirring at a temperature of 120°-125° C. for 3 hours. The mixture was then poured while it was hot into a container whereupon the product crystallized. The product was extracted three times with diethylether and then air dried. There was obtained a 97% yield of triphenylsulfonium hexafluoroarsenate. The triphenylsulfonium hexafluoroarsenate product had... Conditions: time 3 hour. As a reaction SMILES: [F:1][As-:2]([F:7])([F:6])([F:5])([F:4])[F:3].C1([I+][C:15]2[CH:20]=[CH:19][CH:18]=[CH:17][CH:16]=2)C=CC=CC=1.[C:21]1([S:27][C:28]2[CH:33]=[CH:32][CH:31]=[CH:30][CH:29]=2)[CH:26]=[CH:25][CH:24]=[CH:23][CH:22]=1>C([O-])(=O)C1C=CC=CC=1.[Cu+2].C([O-])(=O)C1C=CC=CC=1>[F:1][As-:2]([F:7])([F:6])([F:5])([F:4])[F:3].[C:28]1([S+:27]([C:15]2[CH:16]=[CH:17][CH:18]=[CH:19][CH:20]=2)[C:21]2[CH:22]=[CH:23][CH:24]=[CH:25][CH:26]=2)[CH:29]=[CH:30][CH:31]=[CH:32][CH:33]=1 |f:0.1,3.4.5,6.7|. Run in CN(C)C=O (DMF), CN(C)C=O (DMF). Conditions: time 1 hour. Starting materials: C1(=CC=CC=C1)C=1N=CNC1C1=CC=CC=C1 (4,5-diphenylimidazole), BrCC(=O)OCC (ethyl bromoacetate), 9.6, [H-].[Na+] (sodium hydride). The product is C1(=CC=CC=C1)C=1N=CN(C1C1=CC=CC=C1)CC(=O)OCC (Ethyl 4,5-diphenyl-1H-imidazole-1-acetate). Procedure details: To a stirred suspension of 9.6 (0.24 mol) of 60% sodium hydride-mineral oil in 100 mL of DMF under nitrogen at 0° C. was added dropwise 50.0 g (0.226 mol) of 4,5-diphenylimidazole in 400 mL DMF. The mixture was allowed to warm, stirred at room temperature 1 hr, and 26.6 mL (0.24 mol) of ethyl bromoacetate was added. The reaction was stirred 18 hr at room temperature, heated on a steam bath 2 hr, cooled, and stripped. The residue was partitioned between water and methylene chloride, dried over Mg... The yield is 72.4%. Reaction SMILES: [H-].[Na+].[C:3]1([C:9]2[N:10]=[CH:11][NH:12][C:13]=2[C:14]2[CH:19]=[CH:18][CH:17]=[CH:16][CH:15]=2)[CH:8]=[CH:7][CH:6]=[CH:5][CH:4]=1.Br[CH2:21][C:22]([O:24][CH2:25][CH3:26])=[O:23]>CN(C=O)C>[C:3]1([C:9]2[N:10]=[CH:11][N:12]([CH2:21][C:22]([O:24][CH2:25][CH3:26])=[O:23])[C:13]=2[C:14]2[CH:15]=[CH:16][CH:17]=[CH:18][CH:19]=2)[CH:8]=[CH:7][CH:6]=[CH:5][CH:4]=1 |f:0.1|. The reactants are FC1=C(C=CC(=C1)F)C=CC(=O)O (3-(2,4-difluoro-phenyl)-acrylic acid), Cl.CNOC (N,O-dimethylhydroxylamine hydrochloride), C=1C=CC2=C(C1)N=NN2O (HOBT), CCN=C=NCCCN(C)C (EDAC), C(C)(C)N(CC)C(C)C (diisopropylethylamine). Solvent: ClCCl (dichloromethane). Conditions: time 24 hour. Product: FC1=C(C=CC(=C1)F)C=CC(=O)N(C)OC (3-(2,4-difluoro-phenyl)-N-methoxy-N-methyl-acrylamide). Yield: 86.5%. As a reaction SMILES: [F:1][C:2]1[CH:7]=[C:6]([F:8])[CH:5]=[CH:4][C:3]=1[CH:9]=[CH:10][C:11]([OH:13])=O.Cl.[CH3:15][NH:16][O:17][CH3:18].C1C=CC2N(O)N=NC=2C=1.CCN=C=NCCCN(C)C.C(N(C(C)C)CC)(C)C>ClCCl>[F:1][C:2]1[CH:7]=[C:6]([F:8])[CH:5]=[CH:4][C:3]=1[CH:9]=[CH:10][C:11]([N:16]([O:17][CH3:18])[CH3:15])=[O:13] |f:1.2|. Procedure: 3-(2,4-Difluoro-phenyl)-acrylic acid (9.5 g, 51.4 mmol) prepared in Step 1, N,O-dimethylhydroxylamine hydrochloride (6.5 g, 66.8 mmol), HOBT (7.6 g, 56.5 mmol), EDAC (10.8 g, 56.5 mmol) and diisopropylethylamine (9.8 mL, 56.5 mmol) were added to dichloromethane (250.0 mL). The reaction mixture stirred at room temperature for 24 hours, quenched with a saturated solution of ammonium chloride, and then extracted with dichloromethane. The extract was washed with brine, dried on anhydrous magnesium s... Reactants: [OH-].[K+] (KOH), OC=1C=C(C(=O)O)C=C(C1)O[C@H](COC)C (3-Hydroxy-5-[(1S)-2-methoxy-1-methylethoxy]benzoic acid), N1(CCC1)C(=O)C1=NC=C(N=C1)Cl (2-(azetidin-1-ylcarbonyl)-5-chloropyrazine), C(C1=CC=CC=C1)(=O)O (benzoic acid), C([O-])([O-])=O.[K+].[K+] (potassium carbonate). Reagents/catalysts: [Cl-].C(CCC)[P+](CCCC)(CCCC)CCCC (tetra n-butyl phosphonium chloride). Run in O (water), O (water), CC1OCCC1 (2-methyltetrahydrofuran). Reaction conditions: temperature 50 celsius. The product is N1(CCC1)C(=O)C=1N=CC(=NC1)OC=1C=C(C(=O)O)C=C(C1)O[C@H](COC)C (3-{[5-(azetidin-1-ylcarbonyl)pyrazin-2-yl]oxy}-5-[(1S)-2-methoxy-1-methylethoxy]benzoic acid). RXN SMILES: [OH:1][C:2]1[CH:3]=[C:4]([CH:8]=[C:9]([O:11][C@@H:12]([CH3:16])[CH2:13][O:14][CH3:15])[CH:10]=1)[C:5]([OH:7])=[O:6].C(O)(=O)C1C=CC=CC=1.C(=O)([O-])[O-].[K+].[K+].[OH-].[K+].[N:34]1([C:38]([C:40]2[CH:45]=[N:44][C:43](Cl)=[CH:42][N:41]=2)=[O:39])[CH2:37][CH2:36][CH2:35]1>[Cl-].C([P+](CCCC)(CCCC)CCCC)CCC.CC1CCCO1.O>[N:34]1([C:38]([C:40]2[N:41]=[CH:42][C:43]([O:1][C:2]3[CH:3]=[C:4]([CH:8]=[C:9]([O:11][C@@H:12]([CH3:16])[CH2:13][O:14][CH3:15])[CH:10]=3)[C:5]([OH:7])=[O:6])=[N:44][CH:45]=2)=[O:39])[CH2:37][CH2:36][CH2:35]1 |f:2.3.4,5.6,8.9|. Procedure details: 3-Hydroxy-5-[(1S)-2-methoxy-1-methylethoxy]benzoic acid (5.00 g, 22.10 mmol) and tetra n-butyl phosphonium chloride (6.53 g, 22.1 mmol) were suspended in 2-methyltetrahydrofuran (25 ml, 5 vol rel. to the benzoic acid) and 22 mL water at ambient temperature under nitrogen. Solid potassium carbonate (27.98 g, 202.4 mmol) was charged portionwise with vigorous mechanical stirring. At the end of addition KOH liquor (2.46 g 50% wt/wt in water, 22.1 mmol) was added before the biphasic slurry was heated... Run in O (water), C(C)(=O)OCC (ethyl acetate). Reaction conditions: temperature 108 celsius. Reactants: ClC=1C=C(C(=CC1Cl)N)N (4,5-Dichloro-benzene-1,2-diamine), C([O-])(O)=O.[Na+] (sodium bicarbonate), FC(C(=O)O)(C(F)(F)F)F (2,2,3,3,3-pentafluoro-propionic acid), Cl (HCl). As a reaction SMILES: [Cl:1][C:2]1[CH:3]=[C:4]([NH2:10])[C:5]([NH2:9])=[CH:6][C:7]=1[Cl:8].[F:11][C:12]([F:20])([C:16]([F:19])([F:18])[F:17])[C:13](O)=O.Cl.C(=O)(O)[O-].[Na+]>O.C(OCC)(=O)C>[Cl:1][C:2]1[C:7]([Cl:8])=[CH:6][C:5]2[NH:9][C:13]([C:12]([F:20])([F:11])[C:16]([F:19])([F:18])[F:17])=[N:10][C:4]=2[CH:3]=1 |f:3.4|. Reported procedure: 4,5-Dichloro-benzene-1,2-diamine (2.01 g; 11.4 mmoles) and 2,2,3,3,3-pentafluoro-propionic acid (1.80 mL; 17.3 mmoles) were suspended in 6N HCl (10 mL; 60 mmoles) under a nitrogen atmosphere. The reaction was stirred vigorously and heated to 108° C. for 18 hrs, then cooled to room temperature. The reaction was diluted with water (60 mL) and with ethyl acetate (60 mL), then sodium bicarbonate (7.59 g; 90.3 mmoles) was added slowly and in portions to quench the reaction. The aqueous layer was sepa... Yields the product ClC1=CC2=C(NC(=N2)C(C(F)(F)F)(F)F)C=C1Cl (5,6-Dichloro-2-(pentafluoroethyl)-1H-benzoimidazole). The reactants are [OH-].[K+] (potassium hydroxide), ClC1=NC=C(C=C1)C(F)(F)F (2-chloro-5-trifluoromethylpyridine), [OH-].[K+] (potassium hydroxide), NC(=S)N (thiourea). Solvent: C(C)O (ethanol). Product: SC1=NC=C(C=C1)C(F)(F)F (2-mercapto-5-trifluoromethylpyridine). Yield: 38.0%. RXN SMILES: Cl[C:2]1[CH:7]=[CH:6][C:5]([C:8]([F:11])([F:10])[F:9])=[CH:4][N:3]=1.NC(N)=[S:14].[OH-].[K+]>C(O)C>[SH:14][C:2]1[CH:7]=[CH:6][C:5]([C:8]([F:11])([F:10])[F:9])=[CH:4][N:3]=1 |f:2.3|. Procedure: 2-chloro-5-trifluoromethylpyridine (13.7 g) was dissolved in ethanol (96 ml), thiourea (5.7 g) was added to the mixture, and the mixture was heated to reflux for 3 hours. After allowing the mixture to be cooled to room temperature, an aqueous solution (19.2 ml) of potassium hydroxide (6.4 g) was added to the mixture, and the mixture was heated to reflux for 1 hour. After allowing the mixture to be cooled to room temperature, diluted aqueous solution of potassium hydroxide (20 ml) was added to th...